From a dataset of the Open Reaction Database (ORD), a public repository of structured organic reaction records. describe an organic reaction: reactants, conditions, products, and yield The yield is 18.0%. RXN SMILES: [N:1]1[CH:6]=[CH:5][CH:4]=[C:3]([CH:7]=[O:8])[CH:2]=1.[C:9]([Li])([CH3:12])([CH3:11])[CH3:10].[Cl-].[NH4+].C(OCC)(=O)C>O1CCCC1.CCCCC>[CH3:10][C:9]([CH3:12])([CH3:11])[CH:7]([C:3]1[CH:2]=[N:1][CH:6]=[CH:5][CH:4]=1)[OH:8] |f:2.3|. Yields the product CC(C(O)C=1C=NC=CC1)(C)C (3-(2,2-dimethyl-1-hydroxypropyl)pyridine). Procedure details: 3-Pyridinecarboxaldehyde (200 μL, 2.12 mmol) was dissolved in tetrahydrofuran (5.0 mL). To this, tert-butyllithium (a 1.46 mol/L solution in pentane, 4.37 mL, 6.36 mmol) was added dropwise under a nitrogen atmosphere at 0° C. and the mixture was stirred at the same temperature for 1. Then, a saturated aqueous ammonium chloride solution was added to the reaction mixture, and extraction with ethyl acetate was performed, followed by washing with brine and drying over anhydrous sodium sulfate. The s... Starting materials: C(C)(C)(C)[Li] (tert-butyllithium), solution, N1=CC(=CC=C1)C=O (3-Pyridinecarboxaldehyde), [Cl-].[NH4+] (ammonium chloride), C(C)(=O)OCC (ethyl acetate). The solvent is CCCCC (pentane), O1CCCC1 (tetrahydrofuran). Starting materials: [OH-].[Na+] (sodium hydroxide), Cl (hydrochloric acid), OC1=CC=C(CN2C=C(C(=C2)C2=CC=CC=C2)CCC(=O)OCC)C=C1 (ethyl 3-[1-(4-hydroxybenzyl)-4-phenyl-3-pyrrolyl]propionate), C(C1=CC=CC=C1)Br (benzyl bromide), C([O-])([O-])=O.[K+].[K+] (potassium carbonate). The solvent is C(C)O (ethanol), O1CCCC1 (tetrahydrofuran), CN(C=O)C (N,N-dimethylformamide). Run at time 8 hour. Yields the product C(C1=CC=CC=C1)OC1=CC=C(CN2C=C(C(=C2)C2=CC=CC=C2)CCC(=O)O)C=C1 (3-[1-(4-benzyloxybenzyl)-4-phenyl-3-pyrrolyl]propionic acid). Yield: 84.0%. RXN SMILES: [OH:1][C:2]1[CH:26]=[CH:25][C:5]([CH2:6][N:7]2[CH:11]=[C:10]([C:12]3[CH:17]=[CH:16][CH:15]=[CH:14][CH:13]=3)[C:9]([CH2:18][CH2:19][C:20]([O:22]CC)=[O:21])=[CH:8]2)=[CH:4][CH:3]=1.[CH2:27](Br)[C:28]1[CH:33]=[CH:32][CH:31]=[CH:30][CH:29]=1.C(=O)([O-])[O-].[K+].[K+].Cl.[OH-].[Na+]>C(O)C.O1CCCC1.CN(C)C=O>[CH2:27]([O:1][C:2]1[CH:3]=[CH:4][C:5]([CH2:6][N:7]2[CH:11]=[C:10]([C:12]3[CH:17]=[CH:16][CH:15]=[CH:14][CH:13]=3)[C:9]([CH2:18][CH2:19][C:20]([OH:22])=[O:21])=[CH:8]2)=[CH:25][CH:26]=1)[C:28]1[CH:33]=[CH:32][CH:31]=[CH:30][CH:29]=1 |f:2.3.4,6.7|. Reported procedure: A mixture of ethyl 3-[1-(4-hydroxybenzyl)-4-phenyl-3-pyrrolyl]propionate (1.55 g), benzyl bromide (0.7 ml), potassium carbonate (0.92 g) and N,N-dimethylformamide (15 ml) was stirred at room temperature overnight. The reaction mixture was poured into dilute hydrochloric acid, which was extracted with ethyl acetate. The ethyl acetate layer was washed with saturated aqueous sodium chloride solution, dried (MgSO4), and then concentrated. The residue was subjected to silica gel column chromatography... Reactants: C(C1=CC=CC=C1)OC1=C(C(=O)C2=C(C=CC(=C2)OCCC)C(C2=CC3=C(C=C2)OCO3)=O)C=CC(=C1)OC (1-(2-benzyloxy-4-methoxybenzoyl)-2-(3,4-methylenedioxybenzoyl)-5-prop-1-yloxybenzene), C(C)(=O)OCC (ethyl acetate). Reagents/catalysts: [Pd] (Pd/C). Run in CCCCCC (hexane). Run at time 24 hour. The product is OC1=C(C(=O)C2=C(C=CC(=C2)OCCC)C(C2=CC3=C(C=C2)OCO3)=O)C=CC(=C1)OC (1-(2-Hydroxy-4-methoxybenzoyl)-2-(3,4-methylenedioxybenzoyl)-5-prop-1-yloxybenzene). Isolated yield 74.0%. RXN SMILES: C([O:8][C:9]1[CH:37]=[C:36]([O:38][CH3:39])[CH:35]=[CH:34][C:10]=1[C:11]([C:13]1[CH:18]=[C:17]([O:19][CH2:20][CH2:21][CH3:22])[CH:16]=[CH:15][C:14]=1[C:23](=[O:33])[C:24]1[CH:29]=[CH:28][C:27]2[O:30][CH2:31][O:32][C:26]=2[CH:25]=1)=[O:12])C1C=CC=CC=1.C(OCC)(=O)C>[Pd].CCCCCC>[OH:8][C:9]1[CH:37]=[C:36]([O:38][CH3:39])[CH:35]=[CH:34][C:10]=1[C:11]([C:13]1[CH:18]=[C:17]([O:19][CH2:20][CH2:21][CH3:22])[CH:16]=[CH:15][C:14]=1[C:23](=[O:33])[C:24]1[CH:29]=[CH:28][C:27]2[O:30][CH2:31][O:32][C:26]=2[CH:25]=1)=[O:12]. Procedure: To a solution of 1-(2-benzyloxy-4-methoxybenzoyl)-2-(3,4-methylenedioxybenzoyl)-5-prop-1-yloxybenzene (0.437 g, 0.84 mmol) in a mixture 1:1 ethyl acetate:hexane (20 ml) was added 10% Pd/C (0.040 g) and the mixture was shaken under hydrogen atmosphere at 60 psi for 24 h. The reaction mixture was filtered through a pad of celite and the filtrate dried (MgSO4). After removing the solvent under reduced pressure, flash chromatography of the residue (silica gel, 3:7 ethyl acetate:hexane) afforded the ... The reactants are CN(CC(=O)OC(C)(C)C)c1nccc(-c2nc(=O)c3ccccc3s2)n1, CC(C)OC(C)C, O=C(O)C(F)(F)F. Yields the product CN(CC(=O)O)c1nccc(-c2nc(=O)c3ccccc3s2)n1. As a reaction SMILES: [CH3:1][N:2]([c:3]1[n:4][c:5](-[c:9]2[s:10][c:11]3[c:12]([c:13](=[O:15])[n:14]2)[cH:16][cH:17][cH:18][cH:19]3)[cH:6][cH:7][n:8]1)[CH2:20][C:21](=[O:22])[O:23][C:24]([CH3:25])([CH3:26])[CH3:27].[CH:28]([O:29][CH:30]([CH3:31])[CH3:32])([CH3:33])[CH3:34].[OH:35][C:36]([C:37]([F:38])([F:39])[F:40])=[O:41]>>[CH3:1][N:2]([c:3]1[n:4][c:5](-[c:9]2[s:10][c:11]3[c:12]([c:13](=[O:15])[n:14]2)[cH:16][cH:17][cH:18][cH:19]3)[cH:6][cH:7][n:8]1)[CH2:20][C:21](=[O:22])[OH:23]. Yields the product CCCOc1cc(C=O)ccc1I. RXN SMILES: [Cl:14][CH2:15][Cl:16].[I:1][c:2]1[c:3]([O:10][CH2:11][CH2:12][CH3:13])[cH:4][c:5]([CH2:8][OH:9])[cH:6][cH:7]1>>[I:1][c:2]1[c:3]([O:10][CH2:11][CH2:12][CH3:13])[cH:4][c:5]([CH:8]=[O:9])[cH:6][cH:7]1. Reactants: ClCCl, CCCOc1cc(CO)ccc1I. Procedure: There was dissolved, in ethanol (2 mL), (2-methyl-7-morpholin-4-yl-pyrazolo-[1,5-a]pyrimidin-5-yl)-hydrazine (24.5 mg, 0.0988 mM) and then acetic acid (5.0 μL, 0.087 mM) and indole-3-carboxyaldehyde (15.8 mg, 0.109 mM) were added to the solution and the mixture was stirred at room temperature for 2 hours. This reaction liquid was filtered and then the resulting solid was washed with methanol to thus give the title compound (26.4 mg, yield: 71%). As a reaction SMILES: [CH3:1][C:2]1[CH:18]=[C:5]2[N:6]=[C:7]([NH:16][NH2:17])[CH:8]=[C:9]([N:10]3[CH2:15][CH2:14][O:13][CH2:12][CH2:11]3)[N:4]2[N:3]=1.C(O)(=O)C.[CH:23]1[CH:28]=[C:27]2[C:29]([CH:32]=O)=[CH:30][NH:31][C:26]2=[CH:25][CH:24]=1>C(O)C>[NH:31]1[C:26]2[C:27](=[CH:28][CH:23]=[CH:24][CH:25]=2)[C:29]([CH:32]=[N:17][NH:16][C:7]2[CH:8]=[C:9]([N:10]3[CH2:11][CH2:12][O:13][CH2:14][CH2:15]3)[N:4]3[N:3]=[C:2]([CH3:1])[CH:18]=[C:5]3[N:6]=2)=[CH:30]1. The product is N1C=C(C2=CC=CC=C12)C=NNC1=NC=2N(C(=C1)N1CCOCC1)N=C(C2)C (N-(1H-indol-3-yl-methylidene)-N′-(2-methyl-7-morpholin-4-yl-pyrazolo[1,5-a]pyrimidin-5-yl)-hydrazine). Conditions: time 2 hour. Isolated yield 71.3%. The reactants are CC1=NN2C(N=C(C=C2N2CCOCC2)NN)=C1 ((2-methyl-7-morpholin-4-yl-pyrazolo-[1,5-a]pyrimidin-5-yl)-hydrazine), C(C)(=O)O (acetic acid), C1=CC=C2C(=C1)C(=CN2)C=O (indole-3-carboxyaldehyde). Run in C(C)O (ethanol). The reactants are [Br-], O=C([O-])[O-], CCCC[N+](CCCC)(CCCC)CCCC, CN(C)C=O, O=C[O-], C=C(C)COc1c(I)cc(C=O)cc1OC, [K+], [K+], [Na+], CC(=O)[O-], CC(=O)[O-], [Pd+2]. Product: COc1cc(C=O)cc2c1OCC2(C)C. As a reaction SMILES: [Br-:27].[C:17](=[O:18])([O-:19])[O-:20].[CH3:28][CH2:29][CH2:30][CH2:31][N+:32]([CH2:33][CH2:34][CH2:35][CH3:36])([CH2:37][CH2:38][CH2:39][CH3:40])[CH2:41][CH2:42][CH2:43][CH3:44].[CH3:45][N:46]([CH3:47])[CH:48]=[O:49].[CH:23]([O-:24])=[O:25].[I:1][c:2]1[cH:3][c:4]([CH:5]=[O:6])[cH:7][c:8]([O:15][CH3:16])[c:9]1[O:10][CH2:11][C:12](=[CH2:13])[CH3:14].[K+:21].[K+:22].[Na+:26].[O-:51][C:52]([CH3:53])=[O:54].[O-:55][C:56]([CH3:57])=[O:58].[Pd+2:50]>>[c:2]12[cH:3][c:4]([CH:5]=[O:6])[cH:7][c:8]([O:15][CH3:16])[c:9]1[O:10][CH2:11][C:12]2([CH3:13])[CH3:14].